This data is from the Open Reaction Database (ORD), a public repository of structured organic reaction records. The task is: describe an organic reaction: reactants, conditions, products, and yield Reactants: [BH4-].[Na+] (sodium borohydride), COC1=C2CCC(C=3C=CC=C(C=C1)C32)=CC#N (2-(4-Methoxy-2,3-dihydro-1H-1-phenalenylidene)acetonitrile). Reagents/catalysts: Cl[Pd]Cl (PdCl2). Solvent: CO (methanol), CO (methanol). Run at time 15 minute. Yields the product COC1=C2CCC(C=3C=CC=C(C=C1)C32)CC#N (2-(4-Methoxy-2,3-dihydro-1H-1-phenalenyl)acetonitrile). Reaction SMILES: [BH4-].[Na+].[CH3:3][O:4][C:5]1[CH:16]=[CH:15][C:14]2[C:17]3[C:6]=1[CH2:7][CH2:8][C:9](=[CH:18][C:19]#[N:20])[C:10]=3[CH:11]=[CH:12][CH:13]=2>CO.Cl[Pd]Cl>[CH3:3][O:4][C:5]1[CH:16]=[CH:15][C:14]2[C:17]3[C:6]=1[CH2:7][CH2:8][CH:9]([CH2:18][C:19]#[N:20])[C:10]=3[CH:11]=[CH:12][CH:13]=2 |f:0.1|. Procedure: The catalyst is prepared starting from 55 mg of PdCl2 in 5 ml of methanol treated with 25 mg of sodium borohydride. After 15 minutes' stirring, the compound obtained in Step A (1 g, 4.25.10−3 mol), diluted with methanol (15 ml), is incorporated. The mixture is purged with argon and placed under hydrogen. The reaction is monitored by GPC analysis. After 2 hours 30 minutes' hydrogenation, the reaction mixture is filtered over Celite, rinsed and then evaporated under reduced pressure. The title pro...